From a dataset of the Open Reaction Database (ORD), a public repository of structured organic reaction records. describe an organic reaction: reactants, conditions, products, and yield The reactants are Cc1oncc1C(=O)Cl, CC#N, Nc1ccc(C(F)(F)F)cc1. Product: Cc1oncc1C(=O)Nc1ccc(C(F)(F)F)cc1. Reaction SMILES: [CH3:1][c:2]1[c:3]([C:7](=[O:8])[Cl:9])[cH:4][n:5][o:6]1.[CH3:21][C:22]#[N:23].[F:10][C:11]([c:12]1[cH:13][cH:14][c:15]([NH2:16])[cH:17][cH:18]1)([F:19])[F:20]>>[CH3:1][c:2]1[c:3]([C:7](=[O:8])[NH:16][c:15]2[cH:14][cH:13][c:12]([C:11]([F:10])([F:19])[F:20])[cH:18][cH:17]2)[cH:4][n:5][o:6]1. The reactants are CCOc1cc(N2CCN(C3CCNCC3)CC2)ccc1[N+](=O)[O-], C=CS(C)(=O)=O, C1COCCO1. The product is CCOc1cc(N2CCN(C3CCN(CCS(C)(=O)=O)CC3)CC2)ccc1[N+](=O)[O-]. As a reaction SMILES: [CH2:1]([CH3:2])[O:3][c:4]1[cH:5][c:6]([N:13]2[CH2:14][CH2:15][N:16]([CH:19]3[CH2:20][CH2:21][NH:22][CH2:23][CH2:24]3)[CH2:17][CH2:18]2)[cH:7][cH:8][c:9]1[N+:10](=[O:11])[O-:12].[CH:25](=[CH2:26])[S:27](=[O:28])(=[O:29])[CH3:30].[O:31]1[CH2:32][CH2:33][O:34][CH2:35][CH2:36]1>>[CH2:1]([CH3:2])[O:3][c:4]1[cH:5][c:6]([N:13]2[CH2:14][CH2:15][N:16]([CH:19]3[CH2:20][CH2:21][N:22]([CH2:26][CH2:25][S:27](=[O:28])(=[O:29])[CH3:30])[CH2:23][CH2:24]3)[CH2:17][CH2:18]2)[cH:7][cH:8][c:9]1[N+:10](=[O:11])[O-:12]. Procedure details: 2-[(2-Bromo-pyridin-4-ylmethyl)-amino]-N-(7-methoxy-isoquinolin-3-yl)benzamide was prepared from 2-[(2-bromo-pyridin-4-ylmethyl)-amino]-benzoic acid methyl ester and 3-amino-7-methoxyisoquinoline in analogy to the procedures detailed in Example 4A; 1H-NMR (300 MHz, d6-DMSO) 10.62 (1H, s), 9.10 (1H, s), 8.51 (1H, s), 8.32 (1H, d), 8.11 (1H, t), 7.83-7.90 (2H, m), 7.60 (1H, s), 7.50 (1H, m), 7.38-7.41 (2H, m), 7.27 (1H, t), 6.66 (1H, t), 6.55 (1H, d), 4.54 (2H, d), 3.91 (3H, s). As a reaction SMILES: CO[C:3](=[O:19])[C:4]1[CH:9]=[CH:8][CH:7]=[CH:6][C:5]=1[NH:10][CH2:11][C:12]1[CH:17]=[CH:16][N:15]=[C:14]([Br:18])[CH:13]=1.[NH2:20][C:21]1[N:22]=[CH:23][C:24]2[C:29]([CH:30]=1)=[CH:28][CH:27]=[C:26]([O:31][CH3:32])[CH:25]=2>>[Br:18][C:14]1[CH:13]=[C:12]([CH2:11][NH:10][C:5]2[CH:6]=[CH:7][CH:8]=[CH:9][C:4]=2[C:3]([NH:20][C:21]2[N:22]=[CH:23][C:24]3[C:29]([CH:30]=2)=[CH:28][CH:27]=[C:26]([O:31][CH3:32])[CH:25]=3)=[O:19])[CH:17]=[CH:16][N:15]=1. The reactants are COC(C1=C(C=CC=C1)NCC1=CC(=NC=C1)Br)=O (2-[(2-bromo-pyridin-4-ylmethyl)-amino]-benzoic acid methyl ester), NC=1N=CC2=CC(=CC=C2C1)OC (3-amino-7-methoxyisoquinoline). Product: BrC1=NC=CC(=C1)CNC1=C(C(=O)NC=2N=CC3=CC(=CC=C3C2)OC)C=CC=C1 (2-[(2-Bromo-pyridin-4-ylmethyl)-amino]-N-(7-methoxy-isoquinolin-3-yl)benzamide). Reactants: C1N(CCC2=CC=CC=C12)CC(COC=1C=C(C=O)C=CC1)O (3-(3-(3,4-dihydroisoquinolin-2(1H)-yl)-2-hydroxypropoxy)benzaldehyde), N1N=C(C=C1)N (1H-pyrazol-3-amine), [BH-](OC(=O)C)(OC(=O)C)OC(=O)C.[Na+] (NaBH(OAc)3). The solvent is C(Cl)Cl (DCM). Reaction conditions: temperature 60 celsius. The product is N1N=C(C=C1)NCC=1C=C(OCC(CN2CC3=CC=CC=C3CC2)O)C=CC1 (1-(3-(((1H-pyrazol-3-yl)amino)methyl)phenoxy)-3-(3,4-dihydroisoquinolin-2(1H)-yl)propan-2-ol). Isolated yield 11.0%. RXN SMILES: [CH2:1]1[C:10]2[C:5](=[CH:6][CH:7]=[CH:8][CH:9]=2)[CH2:4][CH2:3][N:2]1[CH2:11][CH:12]([OH:23])[CH2:13][O:14][C:15]1[CH:16]=[C:17]([CH:20]=[CH:21][CH:22]=1)[CH:18]=O.[NH:24]1[CH:28]=[CH:27][C:26]([NH2:29])=[N:25]1.[BH-](OC(C)=O)(OC(C)=O)OC(C)=O.[Na+]>C(Cl)Cl>[NH:24]1[CH:28]=[CH:27][C:26]([NH:29][CH2:18][C:17]2[CH:16]=[C:15]([CH:22]=[CH:21][CH:20]=2)[O:14][CH2:13][CH:12]([OH:23])[CH2:11][N:2]2[CH2:3][CH2:4][C:5]3[C:10](=[CH:9][CH:8]=[CH:7][CH:6]=3)[CH2:1]2)=[N:25]1 |f:2.3|. Procedure details: To a solution of 3-(3-(3,4-dihydroisoquinolin-2(1H)-yl)-2-hydroxypropoxy)benzaldehyde (200 mg, 0.64 mmol) in DCM (15 mL) was added 1H-pyrazol-3-amine (80 mg, 0.96 mmol). The solution was heated at 60° C. for 0.5 h. NaBH(OAc)3 (204 mg, 0.96 mmol) was then added into the reaction mixture which was heated at 60° C. for another 1 h. The reaction mixture was quenched by adding 1 N HCl aqueous solution and diluted with DCM and washed with NaHCO3 aqueous solution. The separated organic layer was concen... The reactants are ClCCl, CCOC(C)=O, [Na+], [Na+], O, CCCc1nc(C)n(-c2ccc(OC(C)(C)C(C)O)cc2)c(=O)c1Cc1ccc(-c2ccccc2-c2noc(=O)[nH]2)cc1, O=S([O-])([O-])=S. The product is CCCc1nc(C)n(-c2ccc(OC(C)(C)C(C)=O)cc2)c(=O)c1Cc1ccc(-c2ccccc2-c2noc(=O)[nH]2)cc1. As a reaction SMILES: [CH2:58]([Cl:59])[Cl:60].[CH3:44][CH2:45][O:46][C:47](=[O:48])[CH3:49].[Na+:56].[Na+:57].[OH2:50].[OH:1][CH:2]([C:3]([O:4][c:5]1[cH:6][cH:7][c:8](-[n:11]2[c:12]([CH3:40])[n:13][c:14]([CH2:37][CH2:38][CH3:39])[c:15]([CH2:18][c:19]3[cH:20][cH:21][c:22](-[c:25]4[c:26](-[c:31]5[n:32][o:33][c:34](=[O:36])[nH:35]5)[cH:27][cH:28][cH:29][cH:30]4)[cH:23][cH:24]3)[c:16]2=[O:17])[cH:9][cH:10]1)([CH3:41])[CH3:42])[CH3:43].[S:51]([O-:52])([O-:53])(=[O:54])=[S:55]>>[O:1]=[C:2]([C:3]([O:4][c:5]1[cH:6][cH:7][c:8](-[n:11]2[c:12]([CH3:40])[n:13][c:14]([CH2:37][CH2:38][CH3:39])[c:15]([CH2:18][c:19]3[cH:20][cH:21][c:22](-[c:25]4[c:26](-[c:31]5[n:32][o:33][c:34](=[O:36])[nH:35]5)[cH:27][cH:28][cH:29][cH:30]4)[cH:23][cH:24]3)[c:16]2=[O:17])[cH:9][cH:10]1)([CH3:41])[CH3:42])[CH3:43]. Reactants: BrC=1C=NC(=C(C=O)C1)F (5-bromo-2-fluoronicotinaldehyde), OC(C)(C)C(C)(C)O (pinacol), NN (hydrazine). Yields the product BrC=1C=C(C(=NC1)NN)C1OC(C(O1)(C)C)(C)C (5-bromo-2-hydrazinyl-3-(4,4,5,5-tetramethyl-1,3-dioxolan-2-yl)pyridine). Reaction SMILES: [Br:1][C:2]1[CH:3]=[N:4][C:5](F)=[C:6]([CH:9]=1)[CH:7]=[O:8].[OH:11][C:12]([C:15](O)([CH3:17])[CH3:16])([CH3:14])[CH3:13].[NH2:19][NH2:20]>>[Br:1][C:2]1[CH:9]=[C:6]([CH:7]2[O:11][C:12]([CH3:14])([CH3:13])[C:15]([CH3:17])([CH3:16])[O:8]2)[C:5]([NH:19][NH2:20])=[N:4][CH:3]=1. Procedure details: Scheme 3 describes a method for preparation of 3-(1H-indol-2-yl)-1H-pyrazolo[3,4-b]pyridine derivatives (XXVII) by first selective deprotonation at position-3 of 5-bromo-2-fluoropyridine (XVII) with LDA followed by N-formylpiperidine quench to produce 5-bromo-2-fluoronicotinaldehyde (XVIII). Aldehyde XVIII was condensed with pinacol followed by nucleophilic aromatic substitution by hydrazine to give 5-bromo-2-hydrazinyl-3-(4,4,5,5-tetramethyl-1,3-dioxolan-2-yl)pyridine (XIX). XIX was then cycliz... Starting materials: OC1(C=CC(C1CC=C)=O)C (4-hydroxy-4-methyl-5-allyl-2-cyclopentenone), O (water), [Na+].[Cl-] (NaCl). Reagents/catalysts: [Cl-].[Cl-].[Zn+2] (ZnCl2). Product: C(C=C)C=1C(CC(C1C)O)=O (2-allyl-3-methyl-4-hydroxy-2cyclopentenone). Reaction SMILES: O[C:2]1([CH3:11])[CH:6]([CH2:7][CH:8]=[CH2:9])[C:5](=[O:10])[CH:4]=[CH:3]1.[Na+].[Cl-].[OH2:14]>[Cl-].[Cl-].[Zn+2]>[CH2:7]([C:6]1[C:5](=[O:10])[CH2:4][CH:3]([OH:14])[C:2]=1[CH3:11])[CH:8]=[CH2:9] |f:1.2,4.5.6|. Procedure: Into a reaction vessel, a solution of 4-hydroxy-4-methyl-5-allyl-2-cyclopentenone (3 g) and ZnCl2 (5 g) in water (120 ml) was charged, and the temperature was elevated up to 100° C. The contents were refluxed for 15 hours while stirring. After cooling, NaCl (40 g) was added to the reaction mixture, and the resulting mixture was extracted with toluene (120 ml) 4 times. The extracts were combined together and concentrated at 50° C. under reduced pressure to give an oily substance (2.5 g). The oily... The reactants are BrC=1C=C2C(=CC=NC2=CC1)Cl (6-bromo-4-chloro-quinoline), [S-]CC.[Na+] (sodium thioethoxide). Run in O (water), CN(C)C=O (DMF). Conditions: time 15 hour. Product: BrC=1C=C2C(=CC=NC2=CC1)SCC (6-bromo-4-ethylsulfanyl-quinoline). Yield: 89.3%. As a reaction SMILES: [Br:1][C:2]1[CH:3]=[C:4]2[C:9](=[CH:10][CH:11]=1)[N:8]=[CH:7][CH:6]=[C:5]2Cl.[S-:13][CH2:14][CH3:15].[Na+]>CN(C=O)C.O>[Br:1][C:2]1[CH:3]=[C:4]2[C:9](=[CH:10][CH:11]=1)[N:8]=[CH:7][CH:6]=[C:5]2[S:13][CH2:14][CH3:15] |f:1.2|. Procedure: To a solution of 6-bromo-4-chloro-quinoline (1.5 g, 6.18 mmol) in DMF (60 mL) was added sodium thioethoxide (624 mg, 7.42 mmol) at 0° C. After addition, it was turned to a dark green solution which then turned to a yellow cloudy solution after 15 h at room temperature. Then, the mixture was diluted with water and extracted with ethyl acetate (3×50 mL). The combined extracts were washed with brine solution and dried over anhydrous magnesium sulfate. After filtration of the drying agent, the filtr... Reactants: FC1=CC=C(C=C1)S (4-fluorothiophenol), [H-].[Na+] (sodium hydride), C1CCC2=CC(=CC=C12)N=C(C=CS(=O)(=O)C1=CC=CC=C1)OC1=CC=CC=C1 (phenyl N-(5-indanyl)-3-(phenylsulfonyl)acrylimidate), COC(C)(C)C (tert-butyl methyl ether). Run in CN(C)C=O (DMF), CN(C)C=O (DMF). Run at time 30 minute. The product is FC1=CC=C(C=C1)SC=CC(OC1=CC=CC=C1)=NC=1C=C2CCCC2=CC1 (phenyl 3-(4-fluorophenylthio)-N-(5-indanyl)acrylimidate). Isolated yield 25.5%. As a reaction SMILES: [F:1][C:2]1[CH:7]=[CH:6][C:5]([SH:8])=[CH:4][CH:3]=1.[H-].[Na+].[CH2:11]1[C:19]2[C:14](=[CH:15][C:16]([N:20]=[C:21]([O:33][C:34]3[CH:39]=[CH:38][CH:37]=[CH:36][CH:35]=3)[CH:22]=[CH:23]S(C3C=CC=CC=3)(=O)=O)=[CH:17][CH:18]=2)[CH2:13][CH2:12]1.COC(C)(C)C>CN(C=O)C>[F:1][C:2]1[CH:7]=[CH:6][C:5]([S:8][CH:23]=[CH:22][C:21](=[N:20][C:16]2[CH:15]=[C:14]3[C:19](=[CH:18][CH:17]=2)[CH2:11][CH2:12][CH2:13]3)[O:33][C:34]2[CH:35]=[CH:36][CH:37]=[CH:38][CH:39]=2)=[CH:4][CH:3]=1 |f:1.2|. Reported procedure: To a solution of 4-fluorothiophenol (0.22 g) in DMF (6 mL) was added 60% sodium hydride (84 mg), and the mixture was stirred at room temperature for 30 minutes under a nitrogen atmosphere. The reaction mixture was added to a solution of phenyl N-(5-indanyl)-3-(phenylsulfonyl)acrylimidate (0.65 g) in anhydrous DMF (3 mL) under ice-cooling. The mixture was stirred at room temperature for 2 hours. To the reaction mixture was added tert-butyl methyl ether (50 mL), which was washed with a 1N aqueous ... Reactants: ClC1=NC=CC(=N1)C1=C(N=C2N1C=CC=C2)C=2C=CC(=C(C(=O)NC1=C(C=CC=C1F)F)C2)OC (5-[3-(2-chloro-4-pyrimidinyl)imidazo[1,2-a]pyridin-2-yl]-N-(2,6-difluorophenyl)-2-(methyloxy)benzamide), C(C)OC1=C(N)C=C(C(=C1)N1CCC(CC1)CCS(=O)(=O)C)C (2-(ethyloxy)-5-methyl-4-{4-[2-(methylsulfonyl)ethyl]-1-piperidinyl}aniline), Cl (HCl). Solvent: FC(CO)(F)F (2,2,2-trifluoroethanol). Conditions: temperature 85 celsius. The product is FC1=C(C(=CC=C1)F)NC(C1=C(C=CC(=C1)C=1N=C2N(C=CC=C2)C1C1=NC(=NC=C1)NC1=C(C=C(C(=C1)C)N1CCC(CC1)CCS(=O)(=O)C)OCC)OC)=O (N-(2,6-difluorophenyl)-5-(3-{2-[(2-(ethyloxy)-5-methyl-4-{4-[2-(methylsulfonyl)ethyl]-1-piperidinyl}phenyl)amino]-4-pyrimidinyl}imidazo[1,2-a]pyridin-2-yl)-2-(methyloxy)benzamide). The yield is 56.9%. Reaction SMILES: Cl[C:2]1[N:7]=[C:6]([C:8]2[N:12]3[CH:13]=[CH:14][CH:15]=[CH:16][C:11]3=[N:10][C:9]=2[C:17]2[CH:18]=[CH:19][C:20]([O:34][CH3:35])=[C:21]([CH:33]=2)[C:22]([NH:24][C:25]2[C:30]([F:31])=[CH:29][CH:28]=[CH:27][C:26]=2[F:32])=[O:23])[CH:5]=[CH:4][N:3]=1.[CH2:36]([O:38][C:39]1[CH:45]=[C:44]([N:46]2[CH2:51][CH2:50][CH:49]([CH2:52][CH2:53][S:54]([CH3:57])(=[O:56])=[O:55])[CH2:48][CH2:47]2)[C:43]([CH3:58])=[CH:42][C:40]=1[NH2:41])[CH3:37].Cl>FC(F)(F)CO>[F:32][C:26]1[CH:27]=[CH:28][CH:29]=[C:30]([F:31])[C:25]=1[NH:24][C:22](=[O:23])[C:21]1[CH:33]=[C:17]([C:9]2[N:10]=[C:11]3[CH:16]=[CH:15][CH:14]=[CH:13][N:12]3[C:8]=2[C:6]2[CH:5]=[CH:4][N:3]=[C:2]([NH:41][C:40]3[CH:42]=[C:43]([CH3:58])[C:44]([N:46]4[CH2:51][CH2:50][CH:49]([CH2:52][CH2:53][S:54]([CH3:57])(=[O:56])=[O:55])[CH2:48][CH2:47]4)=[CH:45][C:39]=3[O:38][CH2:36][CH3:37])[N:7]=2)[CH:18]=[CH:19][C:20]=1[O:34][CH3:35]. Procedure details: To 5-[3-(2-chloro-4-pyrimidinyl)imidazo[1,2-a]pyridin-2-yl]-N-(2,6-difluorophenyl)-2-(methyloxy)benzamide (Intermediate Example 2) (19.7 g, 39.9 mmol) and 2-(ethyloxy)-5-methyl-4-{4-[2-(methylsulfonyl)ethyl]-1-piperidinyl}aniline (13.6 g, 39.9 mmol) in 2,2,2-trifluoroethanol (200 mL) was added HCl (4M in dioxane) (19.97 mL, 80 mmol). The reaction mixture was heated at 85° C. for 2 days. The reaction was determined to be complete by LCMS. The reaction was cooled and quenched with solid NaOMe. The...